This data is from the Open Reaction Database (ORD), a public repository of structured organic reaction records. The task is: describe an organic reaction: reactants, conditions, products, and yield The reactants are BrC=1C=NN(C1)C(CC(OC)OC)C1=CC=CC=C1 (4-bromo-1-(3,3-dimethoxy-1-phenylpropyl)-1H-pyrazole), Cl (hydrochloric acid). Run in O1CCCC1 (tetrahydrofuran). The product is BrC=1C=NN(C1)C(CC=O)C1=CC=CC=C1 (3-(4-bromo-1H-pyrazol-1-yl)-3-phenylpropanal). RXN SMILES: [Br:1][C:2]1[CH:3]=[N:4][N:5]([CH:7]([C:14]2[CH:19]=[CH:18][CH:17]=[CH:16][CH:15]=2)[CH2:8][CH:9](OC)[O:10]C)[CH:6]=1.Cl>O1CCCC1>[Br:1][C:2]1[CH:3]=[N:4][N:5]([CH:7]([C:14]2[CH:19]=[CH:18][CH:17]=[CH:16][CH:15]=2)[CH2:8][CH:9]=[O:10])[CH:6]=1. Procedure: A solution of EXAMPLE 77B (0.34 g) and hydrochloric acid (2 mL) in tetrahydrofuran (3.5 mL) was stirred at room temperature for 16 hours. The reaction mixture was concentrated, redissolved in dichloromethane, dried over magnesium sulfate, filtered, and used in the next step without purification. The reactants are ClC1=C(C=CC=C1)C1=CC=C(C=C1)C(CCC(=O)O)O (4-(2'-chloro-4-biphenylyl)-4-hydroxybutyric acid), Cl(=O)(=O)(=O)O (perchloric acid), [H][H] (hydrogen). Reagents/catalysts: [Pd] (palladium/barium sulfate). Solvent: C(C)(=O)O (acetic acid). The product is ClC1=C(C=CC=C1)C1=CC=C(C=C1)CCCC(=O)O (4-(2'-Chloro-4-biphenylyl)-butyric acid). Isolated yield 70.0%. RXN SMILES: [Cl:1][C:2]1[CH:7]=[CH:6][CH:5]=[CH:4][C:3]=1[C:8]1[CH:13]=[CH:12][C:11]([CH:14](O)[CH2:15][CH2:16][C:17]([OH:19])=[O:18])=[CH:10][CH:9]=1.Cl(O)(=O)(=O)=O.[H][H]>C(O)(=O)C.[Pd]>[Cl:1][C:2]1[CH:7]=[CH:6][CH:5]=[CH:4][C:3]=1[C:8]1[CH:13]=[CH:12][C:11]([CH2:14][CH2:15][CH2:16][C:17]([OH:19])=[O:18])=[CH:10][CH:9]=1. Procedure details: 18.6 gm of 4-(2'-chloro-4-biphenylyl)-4-hydroxybutyric acid (obtained by acidifying 20 gm of its sodium salt and extraction with ethyl acetate) were hydrogenated in 200 ml of glacial acetic acid in the presence of 2 ml of perchloric acid and in the presence of palladium/barium sulfate (5%) at room temperature and at a hydrogen pressure of 5 atmospheres. After filtration, the solvent was evaporated and the residue admixed with water; the crystalline acid was collected and dried. Yield: 70% of the... Starting materials: C(#N)C=1C=C(C(=O)O)C=CC1 (3-cyanobenzoic acid), C(C(=O)Cl)(=O)Cl (oxalyl chloride), Cl (hydrochloric acid), NC1=C(C(=O)OC(C)(C)C)C=CC(=C1)OC1=CC=CC=C1 (tert-butyl 2-amino-4-phenoxybenzoate). Solvent: CN(C=O)C (N,N-dimethylformamide), C(Cl)Cl (methylene chloride), O1CCCC1 (tetrahydrofuran), C(C)(=O)OCC (Ethyl acetate), C(C)N(CC)CC (triethylamine), C(Cl)Cl (methylene chloride). Reaction conditions: time 30 minute. Yields the product C(#N)C=1C=C(C(=O)NC2=C(C(=O)OC(C)(C)C)C=CC(=C2)OC2=CC=CC=C2)C=CC1 (tert-butyl 2-(3-cyanobenzamido)-4-phenoxybenzoate). Reaction SMILES: [C:1]([C:3]1[CH:4]=[C:5]([CH:9]=[CH:10][CH:11]=1)[C:6]([OH:8])=O)#[N:2].C(Cl)(=O)C(Cl)=O.[NH2:18][C:19]1[CH:31]=[C:30]([O:32][C:33]2[CH:38]=[CH:37][CH:36]=[CH:35][CH:34]=2)[CH:29]=[CH:28][C:20]=1[C:21]([O:23][C:24]([CH3:27])([CH3:26])[CH3:25])=[O:22].Cl>O1CCCC1.C(OCC)(=O)C.C(N(CC)CC)C.C(Cl)Cl.CN(C)C=O>[C:1]([C:3]1[CH:4]=[C:5]([CH:9]=[CH:10][CH:11]=1)[C:6]([NH:18][C:19]1[CH:31]=[C:30]([O:32][C:33]2[CH:38]=[CH:37][CH:36]=[CH:35][CH:34]=2)[CH:29]=[CH:28][C:20]=1[C:21]([O:23][C:24]([CH3:25])([CH3:26])[CH3:27])=[O:22])=[O:8])#[N:2]. Procedure details: To 0.17 g of 3-cyanobenzoic acid were added 2.5 mL of methylene chloride, 0.015 mL of N,N-dimethylformamide and 0.095 mL of oxalyl chloride at room temperature sequentially and stirred at the same temperature for 30 minutes. The reaction mixture was added to a mixed solution of 3.0 mL of methylene chloride and 0.35 mL of triethylamine containing 0.26 g of tert-butyl 2-amino-4-phenoxybenzoate at room temperature and stirred at the same temperature for 10 minutes. Ethyl acetate, 1.0 mol/L hydrochl... The reactants are [H-].[Na+] (sodium hydride), N1C(=O)N(C)C=2N=CN(C)C2C1=O (theobromine), ClCC(CN1CCN(CC1)C(C1=CC=C(C=C1)F)C1=CC=C(C=C1)F)O (1-(1-chloro-2-hydroxy-3-propanyl)-4-(4, 4'-difluorobenzhydryl)piperazine). The solvent is CS(=O)C (dimethyl sulfoxide), CS(=O)C (DMSO). Conditions: time 24 hour. The product is FC1=CC=C(C=C1)C(N1CCN(CC1)CC(CN1C(N(C=2N=CN(C2C1=O)C)C)=O)O)C1=CC=C(C=C1)F (1-[1-[1-(Bis(4-fluorophenyl)methyl]-piperazin-4-yl]-2-hydroxy-3-propanyl]-2,3, 6,7-tetrahydro-3,7-dimethyl-2,6-dioxo-1H-purine). The yield is 99.9%. As a reaction SMILES: [H-].[Na+].[NH:3]1[C:14](=[O:15])[C:13]2[N:11]([CH3:12])[CH:10]=[N:9][C:8]=2[N:6]([CH3:7])[C:4]1=[O:5].Cl[CH2:17][CH:18]([OH:41])[CH2:19][N:20]1[CH2:25][CH2:24][N:23]([CH:26]([C:34]2[CH:39]=[CH:38][C:37]([F:40])=[CH:36][CH:35]=2)[C:27]2[CH:32]=[CH:31][C:30]([F:33])=[CH:29][CH:28]=2)[CH2:22][CH2:21]1>CS(C)=O>[F:33][C:30]1[CH:31]=[CH:32][C:27]([CH:26]([C:34]2[CH:35]=[CH:36][C:37]([F:40])=[CH:38][CH:39]=2)[N:23]2[CH2:22][CH2:21][N:20]([CH2:19][CH:18]([OH:41])[CH2:17][N:3]3[C:14](=[O:15])[C:13]4[N:11]([CH3:12])[CH:10]=[N:9][C:8]=4[N:6]([CH3:7])[C:4]3=[O:5])[CH2:25][CH2:24]2)=[CH:28][CH:29]=1 |f:0.1|. Reported procedure: To sodium hydride (0.3 g, 6.25 mmol of 50% with oil, prewashed with pentane) was added dry dimethyl sulfoxide (12 mL) and theobromine (0.9 g, 5 mmol). A fine suspension was formed to which was added 1-(1-chloro-2-hydroxy-3-propanyl)-4-(4, 4'-difluorobenzhydryl)piperazine (1.9 g, 5 mmol) dissolved in dry DMSO (10 mL) over 5 minutes. The mixture was stirred at room temperature under nitrogen for 24 hours and then heated to 70° C. for 20 hours. The DMSO was evaporated in vacuo (1 mmHg) at 75° C. an... Reactants: Cl.C(C)OC(CC(N)=N)=O (2-amidino-acetic acid ethyl ester hydrochloride), C(C)[O-].[Na+] (sodium ethanolate), BrCC(=O)C1=CC=C(C=C1)[N+](=O)[O-] (2-bromo-1-(4-nitro-phenyl)-ethan-1-one). The solvent is C(C)O (ethanol). Reaction conditions: time 48 hour. Product: NC=1NC(=CC1C(=O)OCC)C1=CC=C(C=C1)[N+](=O)[O-] (2-Amino-3-ethoxycarbonyl-5-(4-nitro-phenyl)-pyrrole). As a reaction SMILES: Cl.[CH2:2]([O:4][C:5](=[O:10])[CH2:6][C:7](=[NH:9])[NH2:8])[CH3:3].C([O-])C.[Na+].Br[CH2:16][C:17]([C:19]1[CH:24]=[CH:23][C:22]([N+:25]([O-:27])=[O:26])=[CH:21][CH:20]=1)=O>C(O)C>[NH2:9][C:7]1[NH:8][C:17]([C:19]2[CH:20]=[CH:21][C:22]([N+:25]([O-:27])=[O:26])=[CH:23][CH:24]=2)=[CH:16][C:6]=1[C:5]([O:4][CH2:2][CH3:3])=[O:10] |f:0.1,2.3|. Procedure: In a dry three-necked flask, under argon, 75 ml of abs. ethanol and 6.5 g (390 mmol) of 2-amidino-acetic acid ethyl ester hydrochloride [preparation see: Liebigs Ann. Chem., 1895 (1977)] are cooled to 0-5° C. and 2.65 g (390 mmol) of sodium ethanolate are added. 5 g (195 mmol) of 2-bromo-1-(4-nitro-phenyl)-ethan-1-one are then added and the mixture is allowed to rise to room temperature and is stirred for a further 48 hours. The reaction mixture is then partitioned between water and ethyl acetat... The reactants are CC1=C(C=C(C(=C1)[N+](=O)[O-])C)C(C=C(C)N(C)C)=O (1-(2,5-dimethyl-4-nitrophenyl)-3-(dimethylamino)but-2-en-1-one), NN (hydrazine), CC1=C(C=C(C(=C1)[N+](=O)[O-])C)C1=CC(=NN1)C (5-(2,5-dimethyl-4-nitrophenyl)-3-methylpyrazol). Reagents/catalysts: [Pd] (Pd/C). Run in C(C)O (ethanol), CO (methanol). Conditions: temperature 100 celsius, time 8 hour. Yields the product CC1=C(N)C=C(C(=C1)C1=CC(=NN1)C)C (2,5-Dimethyl-4-(3-methyl-1H-pyrazol-5-yl)aniline). As a reaction SMILES: CC1C=C([N+]([O-])=O)C(C)=CC=1C(=O)C=C(N(C)C)C.NN.[CH3:22][C:23]1[CH:28]=[C:27]([N+:29]([O-])=O)[C:26]([CH3:32])=[CH:25][C:24]=1[C:33]1[NH:37][N:36]=[C:35]([CH3:38])[CH:34]=1>C(O)C.CO.[Pd]>[CH3:32][C:26]1[CH:25]=[C:24]([C:33]2[NH:37][N:36]=[C:35]([CH3:38])[CH:34]=2)[C:23]([CH3:22])=[CH:28][C:27]=1[NH2:29]. Procedure details: A mixture of 1-(2,5-dimethyl-4-nitrophenyl)-3-(dimethylamino)but-2-en-1-one (100 mg, 0.38 mmol) and hydrazine (60 uL, 1.9 mmol) in ethanol (3 mL) was heated in a microwave at 100° C. for 15 min. The obtained 5-(2,5-dimethyl-4-nitrophenyl)-3-methylpyrazol was dissolved in methanol (10 mL). To the solution was added Pd/C (10%). The reaction mixture was degassed and purged with H2 for several times and stirred under 1 atm. hydrogen gas overnight. The mixture was filtered and concentrated to afford ... Reported procedure: 12.4 Grams of 7-(3-chloropropoxy)-3,4-dihydrocarbostyril, 1 g of pyridine and 2.6 g of 4-(3,4,5-trimethoxyphenyl)piperazine are mixed in 20 ml of dimethylsulfoxide, then stirred at 80°-90° C. for 5 hours. The reaction mixture is poured into 80 ml of 2% aqueous solution of sodium hydrogencarbonate and the organic layer is extracted with chloroform. The chloroform layer is washed with water, dried and chloroform is removed by distillation. The residue thus obtained is dissolved in 30 ml of ethanol... Reaction SMILES: [Cl:1][CH2:2][CH2:3][CH2:4][O:5][C:6]1[CH:15]=[C:14]2[C:9]([CH2:10][CH2:11][C:12](=[O:16])[NH:13]2)=[CH:8][CH:7]=1.[CH3:17][O:18][C:19]1[CH:20]=[C:21]([N:29]2[CH2:34][CH2:33][NH:32][CH2:31][CH2:30]2)[CH:22]=[C:23]([O:27][CH3:28])[C:24]=1[O:25][CH3:26].C(=O)([O-])O.[Na+].[ClH:40]>CS(C)=O.C(O)C.N1C=CC=CC=1>[ClH:1].[ClH:40].[CH3:28][O:27][C:23]1[CH:22]=[C:21]([N:29]2[CH2:34][CH2:33][N:32]([CH2:2][CH2:3][CH2:4][O:5][C:6]3[CH:15]=[C:14]4[C:9]([CH2:10][CH2:11][C:12](=[O:16])[NH:13]4)=[CH:8][CH:7]=3)[CH2:31][CH2:30]2)[CH:20]=[C:19]([O:18][CH3:17])[C:24]=1[O:25][CH3:26] |f:2.3,8.9.10|. Isolated yield 61.0%. The product is Cl.Cl.COC=1C=C(C=C(C1OC)OC)N1CCN(CC1)CCCOC1=CC=C2CCC(NC2=C1)=O (7-{3-[4-(3,4,5-trimethoxyphenyl)piperazinyl]propoxy}-3,4-dihydrocarbostyril dihydrochloride). Conditions: time 5 hour. Starting materials: ClCCCOC1=CC=C2CCC(NC2=C1)=O (7-(3-chloropropoxy)-3,4-dihydrocarbostyril), COC=1C=C(C=C(C1OC)OC)N1CCNCC1 (4-(3,4,5-trimethoxyphenyl)piperazine), Cl (hydrogen chloride), aqueous solution, C(O)([O-])=O.[Na+] (sodium hydrogencarbonate). The solvent is C(C)O (ethanol), CS(=O)C (dimethylsulfoxide), N1=CC=CC=C1 (pyridine), C(C)O (ethanol). Reactants: C(C)OC(=O)C=1NC2=CC=C(C=C2C1C1=CC=CC=C1)O (5-hydroxy-3-phenyl-1H-2-indole carboxylic acid ethylester), C([O-])([O-])=O.[K+].[K+] (potassium carbonate), C(C1=CC=CC=C1)Br (benzylbromide). Solvent: CC(=O)CC (methyl-ethylketone). The product is C(C)OC(=O)C=1NC2=CC=C(C=C2C1C1=CC=CC=C1)OCC1=CC=CC=C1 (5-Benzyloxy-3-phenyl-1H-2indole carboxylic acid ethylester). As a reaction SMILES: [CH2:1]([O:3][C:4]([C:6]1[NH:7][C:8]2[C:13]([C:14]=1[C:15]1[CH:20]=[CH:19][CH:18]=[CH:17][CH:16]=1)=[CH:12][C:11]([OH:21])=[CH:10][CH:9]=2)=[O:5])[CH3:2].C(=O)([O-])[O-].[K+].[K+].[CH2:28](Br)[C:29]1[CH:34]=[CH:33][CH:32]=[CH:31][CH:30]=1>CC(CC)=O>[CH2:1]([O:3][C:4]([C:6]1[NH:7][C:8]2[C:13]([C:14]=1[C:15]1[CH:20]=[CH:19][CH:18]=[CH:17][CH:16]=1)=[CH:12][C:11]([O:21][CH2:28][C:29]1[CH:34]=[CH:33][CH:32]=[CH:31][CH:30]=1)=[CH:10][CH:9]=2)=[O:5])[CH3:2] |f:1.2.3|. Procedure details: Twenty-six grams (92.4 m mole) of 5-hydroxy-3-phenyl-1H-2-indole carboxylic acid ethylester were refluxed for four days with 27.6 g of potassium carbonate and 11 ml (92.4 mole) of benzylbromide in 700 ml of methyl-ethylketone. After filtration and evaporation, the residue was chromatographed on silicagel (solvent: toluene).